Dataset: the Open Reaction Database (ORD), a public repository of structured organic reaction records. Task: describe an organic reaction: reactants, conditions, products, and yield Starting materials: CC1(C)Oc2ccc(C#N)cc2C2OC21, C[N+](C)(C)Cc1ccccc1, O=c1cc(F)cc[nH]1, C1CCOC1, [OH-]. The product is CC1(C)Oc2ccc(C#N)cc2C(n2ccc(F)cc2=O)C1O. As a reaction SMILES: [C:1](#[N:2])[c:3]1[cH:4][c:5]2[c:10]([cH:11][cH:12]1)[O:9][C:8]([CH3:13])([CH3:14])[CH:7]1[CH:6]2[O:15]1.[CH2:25]([N+:26]([CH3:27])([CH3:28])[CH3:29])[c:30]1[cH:31][cH:32][cH:33][cH:34][cH:35]1.[F:16][c:17]1[cH:18][c:19](=[O:23])[nH:20][cH:21][cH:22]1.[O:36]1[CH2:37][CH2:38][CH2:39][CH2:40]1.[OH-:24]>>[C:1](#[N:2])[c:3]1[cH:4][c:5]2[c:10]([cH:11][cH:12]1)[O:9][C:8]([CH3:13])([CH3:14])[CH:7]([OH:15])[CH:6]2[n:20]1[c:19](=[O:23])[cH:18][c:17]([F:16])[cH:22][cH:21]1. Reactants: CCN(CC)CCNC(=O)c1cc(C)c(C=O)[nH]1, C1CCNCC1, COc1ccc(-c2cccc3c2CC(=O)N3)cc1, CCO. Yields the product CCN(CC)CCNC(=O)c1cc(C)c(C=C2C(=O)Nc3cccc(-c4ccc(OC)cc4)c32)[nH]1. RXN SMILES: [CH2:19]([CH3:20])[N:21]([CH2:22][CH2:23][NH:24][C:25](=[O:26])[c:27]1[nH:28][c:29]([CH:33]=[O:34])[c:30]([CH3:32])[cH:31]1)[CH2:35][CH3:36].[CH2:37]1[CH2:38][CH2:39][NH:40][CH2:41][CH2:42]1.[CH3:1][O:2][c:3]1[cH:4][cH:5][c:6](-[c:9]2[c:10]3[c:14]([cH:15][cH:16][cH:17]2)[NH:13][C:12](=[O:18])[CH2:11]3)[cH:7][cH:8]1.[CH3:43][CH2:44][OH:45]>>[CH3:1][O:2][c:3]1[cH:4][cH:5][c:6](-[c:9]2[c:10]3[c:14]([cH:15][cH:16][cH:17]2)[NH:13][C:12](=[O:18])[C:11]3=[CH:33][c:29]2[nH:28][c:27]([C:25]([NH:24][CH2:23][CH2:22][N:21]([CH2:19][CH3:20])[CH2:35][CH3:36])=[O:26])[cH:31][c:30]2[CH3:32])[cH:7][cH:8]1. Reactants: N1(CCCCC1)CC(=O)OCC (Ethyl 2-(piperidin-1-yl)-acetate), O (water), Cl (HCl). The solvent is C1(=CC=CC=C1)C (toluene). Yields the product Cl.N1(CCCCC1)CC(=O)O (Piperidin-1-yl acetic acid hydrochloride). Yield: 83.0%. Reaction SMILES: [N:1]1([CH2:7][C:8]([O:10]CC)=[O:9])[CH2:6][CH2:5][CH2:4][CH2:3][CH2:2]1.O.[ClH:14]>C1(C)C=CC=CC=1>[ClH:14].[N:1]1([CH2:7][C:8]([OH:10])=[O:9])[CH2:6][CH2:5][CH2:4][CH2:3][CH2:2]1 |f:4.5|. Procedure details: Ethyl 2-(piperidin-1-yl)-acetate (5.5 g, 32.2 mmol), water (12 ml) and c HCl (3 ml) were heated under reflux for 20 hours. Volatile components were evaporated under reduced pressure to leave an off white solid. This solid was co-evaporated with toluene (50 ml×3) and dried in vacuo to give an off white powder (Yield 4.8 g, 83%). Starting materials: CCOC(=O)CC(C)(C)Cc1cc(F)c(OCCCNc2ccccn2)c(Br)c1, CO, [Na+], [OH-], O=C(O)C(F)(F)F. Product: CC(C)(CC(=O)O)Cc1cc(F)c(OCCCNc2ccccn2)c(Br)c1. RXN SMILES: [Br:1][c:2]1[cH:3][c:4]([CH2:20][C:21]([CH2:22][C:23](=[O:24])[O:25][CH2:26][CH3:27])([CH3:28])[CH3:29])[cH:5][c:6]([F:19])[c:7]1[O:8][CH2:9][CH2:10][CH2:11][NH:12][c:13]1[n:14][cH:15][cH:16][cH:17][cH:18]1.[CH3:37][OH:38].[Na+:40].[OH-:39].[OH:30][C:31]([C:32]([F:33])([F:34])[F:35])=[O:36]>>[Br:1][c:2]1[cH:3][c:4]([CH2:20][C:21]([CH2:22][C:23](=[O:24])[OH:25])([CH3:28])[CH3:29])[cH:5][c:6]([F:19])[c:7]1[O:8][CH2:9][CH2:10][CH2:11][NH:12][c:13]1[n:14][cH:15][cH:16][cH:17][cH:18]1. The reactants are C(C)(=O)O (acetic acid), N1C(=NC=C1)CNCC1=CC=C(CN(CCCCN(CCC)CCC)C)C=C1 (N-(4-{[(1H-imidazol-2-ylmethyl)-amino]-methyl}-benzyl)-N-methyl-N′,N′-dipropyl-butane-1,4-diamine), C(#N)[BH3-].[Na+] (sodium cyanoborohydride), N1=CC=CC=2CCCC(C12)=O (6,7-dihydro-5H-quinolin-8-one). The solvent is CO (methanol). Conditions: time 2 day. The product is N1C(=NC=C1)CN(C1CCCC=2C=CC=NC12)CC1=CC=C(CN(CCCCN(CCC)CCC)C)C=C1 (N-(4-{[(1H-imidazol-2-ylmethyl)-(5,6,7,8-tetrahydro-quinolin-8-yl)-amino]-methyl}-benzyl)-N-methyl-N′,N′-dipropyl-butane-1,4-diamine). Yield: 25.5%. As a reaction SMILES: [NH:1]1[CH:5]=[CH:4][N:3]=[C:2]1[CH2:6][NH:7][CH2:8][C:9]1[CH:28]=[CH:27][C:12]([CH2:13][N:14]([CH3:26])[CH2:15][CH2:16][CH2:17][CH2:18][N:19]([CH2:23][CH2:24][CH3:25])[CH2:20][CH2:21][CH3:22])=[CH:11][CH:10]=1.[N:29]1[C:38]2[C:37](=O)[CH2:36][CH2:35][CH2:34][C:33]=2[CH:32]=[CH:31][CH:30]=1.C([BH3-])#N.[Na+].C(O)(=O)C>CO>[NH:1]1[CH:5]=[CH:4][N:3]=[C:2]1[CH2:6][N:7]([CH2:8][C:9]1[CH:28]=[CH:27][C:12]([CH2:13][N:14]([CH3:26])[CH2:15][CH2:16][CH2:17][CH2:18][N:19]([CH2:23][CH2:24][CH3:25])[CH2:20][CH2:21][CH3:22])=[CH:11][CH:10]=1)[CH:37]1[C:38]2[N:29]=[CH:30][CH:31]=[CH:32][C:33]=2[CH2:34][CH2:35][CH2:36]1 |f:2.3|. Procedure details: The compound (203.5 mg) obtained in Example 9-2 was dissolved in anhydrous methanol (8.1 ml) and added with 6,7-dihydro-5H-quinolin-8-one (117.7 mg) which was synthesized by a known method and sodium cyanoborohydride (99.9 mg). After the solution was adjusted to pH 5 with acetic acid, the whole was stirred at room temperature for 2 days. After completion of the reaction, the solvent was distilled off. The resultant was added with a 1 mol/l sodium hydroxide aqueous solution and the whole was subj... Starting materials: CC1=NC=C(C(=N1)N)C=O (2-methyl-4-amino-5-formylpyrimidine), N.CO (ammonia methanol). Reagents/catalysts: O[Mo](=O)(=O)O (molybdic acid). Reaction conditions: time 2 hour. Product: CC1=NC=C(C(=N1)N)CN (2-methyl-4-amino-5-aminomethylpyrimidine). The yield is 93.5%. Reaction SMILES: [CH3:1][C:2]1[N:7]=[C:6]([NH2:8])[C:5]([CH:9]=O)=[CH:4][N:3]=1.[NH3:11].CO>O[Mo](O)(=O)=O>[CH3:1][C:2]1[N:7]=[C:6]([NH2:8])[C:5]([CH2:9][NH2:11])=[CH:4][N:3]=1 |f:1.2|. Procedure details: Into an Erlenmeyer's flask of 100 ml, 2.00 g (14.6 millimole) of 2-methyl-4-amino-5-formylpyrimidine, 40 g of 20 wt. % ammonia-methanol solution and 2.0 mg of molybdic acid (H2MoO4.H2O) were added, and the mixture was stirred for 2 hours under room temperature, with the flask being closely stoppered. Following subsequently the same procedure as in Example 1, 2-methyl-4-amino-5-aminomethylpyrimidine was obtained at a yield of 93.5%. The reactants are C(C)(C)(C)C1=CC=C(C=C1)CC(C)(O)C1=CC=C(C=C1)CC(CN1C[C@H](O[C@H](C1)C)C)C (N-{3-[4-(1-(4-t-butylphenyl)-propan-2-ol-2-yl)-phenyl]-2-methyl-propyl}-2,6-cis-dimethylmorpholine). The reagents and catalysts are [Pd] (Pd/C). The solvent is C(C)(=O)O (acetic acid), OS(=O)(=O)O (H2SO4). Yields the product C(C)(C)(C)C1=CC=C(C=C1)CC(C)C1=CC=C(C=C1)CC(CN1C[C@H](O[C@H](C1)C)C)C (N-{3-[4-(1-(4-t-butylphenyl)-propan-2-yl)-phenyl]-2-methyl-propyl}-2,6-cis-dimethylmorpholine). Yield: 83.0%. As a reaction SMILES: [C:1]([C:5]1[CH:10]=[CH:9][C:8]([CH2:11][C:12]([C:15]2[CH:20]=[CH:19][C:18]([CH2:21][CH:22]([CH3:32])[CH2:23][N:24]3[CH2:29][C@H:28]([CH3:30])[O:27][C@H:26]([CH3:31])[CH2:25]3)=[CH:17][CH:16]=2)(O)[CH3:13])=[CH:7][CH:6]=1)([CH3:4])([CH3:3])[CH3:2]>C(O)(=O)C.OS(O)(=O)=O.[Pd]>[C:1]([C:5]1[CH:6]=[CH:7][C:8]([CH2:11][CH:12]([C:15]2[CH:20]=[CH:19][C:18]([CH2:21][CH:22]([CH3:32])[CH2:23][N:24]3[CH2:25][C@H:26]([CH3:31])[O:27][C@H:28]([CH3:30])[CH2:29]3)=[CH:17][CH:16]=2)[CH3:13])=[CH:9][CH:10]=1)([CH3:2])([CH3:3])[CH3:4]. Procedure details: A solution of 50 g of (VII) in 1 l of glacial acetic acid and 30 ml of concentrated H2SO4 was hydrogenated in the presence of 5 g of 5% strength Pd/C at room temperature and under 5 bar, until the pressure remained constant. The catalyst was filtered off and the filtrate was made alkaline with dilute aqueous NaOH. The crude product was extracted with CH2Cl, and the solution was washed with H2O, dried over Na2SO4 and concentrated. Distillation of the residue gave 40 g of product of boiling point ...